Task: describe an organic reaction: reactants, conditions, products, and yield. Dataset: the Open Reaction Database (ORD), a public repository of structured organic reaction records The solvent is O (water). As a reaction SMILES: Cl[C:2]1[N:3]=[N:4][C:5]([N:8]([CH3:12])[CH2:9][CH2:10][OH:11])=[CH:6][CH:7]=1.[C:13]([NH:18][NH2:19])([O:15][CH2:16][CH3:17])=[O:14].C(=O)([O-])[O-].[K+].[K+].[Cl-].[Na+]>O>[C:13]([NH:18][NH:19][C:2]1[N:3]=[N:4][C:5]([N:8]([CH3:12])[CH2:9][CH2:10][OH:11])=[CH:6][CH:7]=1)([O:15][CH2:16][CH3:17])=[O:14] |f:2.3.4,5.6|. Reaction conditions: temperature 155 celsius. Reported procedure: A mixture of 1.87 g (0.01 moles) 3-chloro-6-[N-(2-hydroxyethyl)-methylamino]-pyridazine and 2.08 g (0.02 moles) monocarbethoxyhydrazine is warmed up to 155° C and kept at this temperature for half an hour. The product is cooled and dissolved in water, alkalinized by addition of solid potassium carbonate and the aqueous solution saturated by adding sodium chloride. A flocky precipitate separates which is subsequently collected by filtration and crystallized from ethanol, to give with good yields ... Yields the product C(=O)(OCC)NNC=1N=NC(=CC1)N(CCO)C (3-(2-carbethoxyhydrazino)-6-[N-(2-hydroxyethyl)methylamino] -pyridazine). The reactants are [Cl-].[Na+] (sodium chloride), ClC=1N=NC(=CC1)N(CCO)C (3-chloro-6-[N-(2-hydroxyethyl)-methylamino]-pyridazine), C(=O)(OCC)NN (monocarbethoxyhydrazine), C([O-])([O-])=O.[K+].[K+] (potassium carbonate). Reactants: C([O-])(O)=O.[Na+] (sodium bicarbonate), BrC=1C=C(N)C=CC1 (m-bromoaniline), CN1C(C=CC1=O)=O (N-methylmaleimide), cupric chloride dihydrate, N1=C(C=CC=C1C)C (2,6-lutidine), N(=O)[O-].[Na+] (sodium nitrite), crude product. The solvent is O (water), Cl (hydrochloric acid), O (water), CC(=O)C (acetone), O (water), C(C)(C)O (isopropyl alcohol). Reaction conditions: time 72 hour. The product is BrC=1C=C(C=CC1)C=1C(=O)N(C(C1)=O)C (2-(m-bromophenyl)-N-methylmaleimide). RXN SMILES: [Br:1][C:2]1[CH:3]=[C:4]([CH:6]=[CH:7][CH:8]=1)N.N([O-])=O.[Na+].[CH3:13][N:14]1[C:18](=[O:19])[CH:17]=[CH:16][C:15]1=[O:20].C(=O)(O)[O-].[Na+].N1C(C)=CC=CC=1C>Cl.O.CC(C)=O.C(O)(C)C>[Br:1][C:2]1[CH:3]=[C:4]([C:16]2[C:15]([N:14]([CH3:13])[C:18](=[O:19])[CH:17]=2)=[O:20])[CH:6]=[CH:7][CH:8]=1 |f:1.2,4.5|. Procedure details: An 86 g portion of m-bromoaniline was dissolved in a mixture of 150 ml of 12N hydrochloric acid and 100 ml of water, cooled in an ice-salt bath. A 100 g portion of ice was added, followed by a solution of 34.5 g of sodium nitrite in 80 ml of water, added dropwise over 45 minutes. A solution of 55.5 g of N-methylmaleimide and 12.5 g of cupric chloride dihydrate in 700 ml of acetone was then added slowly over 40 minutes, while maintaining the temperature between 10° C. and 15° C. A 56 g portion of... Starting materials: O=C([O-])[O-], CO, COCC(O)(C#C[Si](C)(C)C)C1CC1, [K+], [K+]. The product is C#CC(O)(COC)C1CC1. RXN SMILES: [C:1](=[O:2])([O-:3])[O-:4].[CH3:21][OH:22].[CH:7]1([C:10]([CH2:11][O:12][CH3:13])([C:14]#[C:15][Si:16]([CH3:17])([CH3:18])[CH3:19])[OH:20])[CH2:8][CH2:9]1.[K+:5].[K+:6]>>[CH:7]1([C:10]([CH2:11][O:12][CH3:13])([C:14]#[CH:15])[OH:20])[CH2:8][CH2:9]1. The reactants are BrCCC(=O)OC (methyl 3-bromopropionate), C(C)(=O)NN=CC1=CC=C(C=C1)OCC1=CC=CC=C1 (4-(benzyloxy)benzaldehyde acetylhydrazone), [H-].[Na+] (sodium hydride), ice. Run in CN(C)C=O (DMF), CN(C)C=O (DMF), CN(C)C=O (DMF). Reaction conditions: temperature 80 celsius, time 1 hour. Product: C(C)(=O)N(N=CC1=CC=C(C=C1)OCC1=CC=CC=C1)CCC(=O)OC (4-(Benzyloxy)benzaldehyde acetyl (2 -methoxycarbonylethyl) hydrazone). As a reaction SMILES: [C:1]([NH:4][N:5]=[CH:6][C:7]1[CH:12]=[CH:11][C:10]([O:13][CH2:14][C:15]2[CH:20]=[CH:19][CH:18]=[CH:17][CH:16]=2)=[CH:9][CH:8]=1)(=[O:3])[CH3:2].[H-].[Na+].Br[CH2:24][CH2:25][C:26]([O:28][CH3:29])=[O:27]>CN(C=O)C>[C:1]([N:4]([CH2:24][CH2:25][C:26]([O:28][CH3:29])=[O:27])[N:5]=[CH:6][C:7]1[CH:12]=[CH:11][C:10]([O:13][CH2:14][C:15]2[CH:20]=[CH:19][CH:18]=[CH:17][CH:16]=2)=[CH:9][CH:8]=1)(=[O:3])[CH3:2] |f:1.2|. Reported procedure: A solution of 5×10-3 moles of 4-(benzyloxy)benzaldehyde acetylhydrazone (1.34 g) in 5 ml of anhydrous DMF is added to 5×10-3 moles of sodium hydride (0.12 g) in suspension in 10 ml of anhydrous DMF. The reaction mixture is heated slowly on a water bath at 80° C. for 30 minutes. After cooling, a solution containing 0.85 g (5.1×10-3 moles) of methyl 3-bromopropionate in 5 ml of DMF is slowly added to the mixture. The latter is stirred for one hour at room temperature, then it is poured into 100 ml...